describe an organic reaction: reactants, conditions, products, and yield From a dataset of the Open Reaction Database (ORD), a public repository of structured organic reaction records. Starting materials: C(C)(=O)OC=C (vinyl acetate), [O-]S(=O)(=O)OOS(=O)(=O)[O-].[Na+].[Na+] (sodium peroxodisulfate), C(C)P(O)O (ethylphosphonous acid). The solvent is O (water). Run at temperature 100 celsius. Product: C(C)P(O)(=O)CCOC(C)=O (ethyl-(2-acetoxyethyl)phosphinic acid). Yield: 0.1%. RXN SMILES: [CH2:1]([P:3]([OH:5])[OH:4])[CH3:2].[C:6]([O:9][CH:10]=[CH2:11])(=[O:8])[CH3:7].[O-]S(OOS([O-])(=O)=O)(=O)=O.[Na+].[Na+]>O>[CH2:1]([P:3]([CH2:11][CH2:10][O:9][C:6](=[O:8])[CH3:7])(=[O:5])[OH:4])[CH3:2] |f:2.3.4|. Reported procedure: 564 g (6 mol) of ethylphosphonous acid are dissolved in 860 g of water and initially charged to a 5 l five-neck flask equipped with thermometer, reflux condenser, high-performance stirrer and dropping funnel. After heating the reaction mixture to 100° C., 602 g (7 mol) of vinyl acetate and 500 g of a 5% strength sodium peroxodisulfate solution (1.5 mol % based on vinyl acetate) are added dropwise at atmospheric pressure over 1 h. The water is then distilled off in vacuo. The residue is taken up ...